From a dataset of the Open Reaction Database (ORD), a public repository of structured organic reaction records. describe an organic reaction: reactants, conditions, products, and yield Reactants: Cl (HCl), C(C)(C)(C)OC(=O)N1CCC(CC1)C(=O)N1CCC2(CN\C(\N2)=N/C(=O)C2=NC(=C(N=C2N)N)Cl)CC1 (4-{2-[(E)-3,5-diamino-6-chloro-pyrazine-2-carbonylimino]-1,3,8-triaza-spiro[4.5]decane-8-carbonyl}-piperidine-1-carboxylic acid tert-butyl ester). The solvent is O1CCOCC1 (dioxane), O1CCOCC1 (dioxane). Reaction conditions: time 3 hour. Yields the product Cl.N1CCC(CC1)C(=O)N1CCC2(CN/C(/N2)=N\C(=O)C2=NC(=C(N=C2N)N)Cl)CC1 (3,5-Diamino-6-chloro-pyrazine-2-carboxylic acid [8-(piperidine-4-carbonyl)-1,3,8-triaza-spiro[4.5]dec-(2E)-ylidene]-amide hydrochloride). RXN SMILES: Cl.C(OC([N:9]1[CH2:14][CH2:13][CH:12]([C:15]([N:17]2[CH2:38][CH2:37][C:20]3([NH:24]/[C:23](=[N:25]/[C:26]([C:28]4[C:33]([NH2:34])=[N:32][C:31]([NH2:35])=[C:30]([Cl:36])[N:29]=4)=[O:27])/[NH:22][CH2:21]3)[CH2:19][CH2:18]2)=[O:16])[CH2:11][CH2:10]1)=O)(C)(C)C>O1CCOCC1>[ClH:36].[NH:9]1[CH2:10][CH2:11][CH:12]([C:15]([N:17]2[CH2:18][CH2:19][C:20]3([NH:24]/[C:23](=[N:25]/[C:26]([C:28]4[C:33]([NH2:34])=[N:32][C:31]([NH2:35])=[C:30]([Cl:36])[N:29]=4)=[O:27])/[NH:22][CH2:21]3)[CH2:37][CH2:38]2)=[O:16])[CH2:13][CH2:14]1 |f:3.4|. Procedure details: 4 M HCl in dioxane (5 ml) is added to a solution of 4-{2-[(E)-3,5-diamino-6-chloro-pyrazine-2-carbonylimino]-1,3,8-triaza-spiro[4.5]decane-8-carbonyl}-piperidine-1-carboxylic acid tert-butyl ester (Intermediate BA) (0.14 g, 0.26 mmol) in dioxane (10 ml) and the reaction mixture is stirred at room temperature for 3 hours. The reaction mixture is concentrated in vacuo and the yellow solid obtained is triturated with DCM. The DCM layer is decanted and the compound is washed with MeOH and dried unde... Reactants: FC1=NC(=C2N=CN(C2=N1)C(C)C)NCC=1C=NC=CC1 ((2-fluoro-9-isopropyl-9H-purin-6-yl)-pyridin-3-ylmethyl-amine), CCN(C(C)C)C(C)C (DIEA), N[C@H](C(C)(O)C)CC ((3S)-3-amino-2-methyl-pentan-2-ol). Solvent: CCCCO.CS(=O)C (n-BuOH DMSO). Conditions: time 72 hour. The product is C(C)(C)N1C2=NC(=NC(=C2N=C1)NCC=1C=NC=CC1)N[C@H](C(C)(O)C)CC ((3S)-3-{9-Isopropyl-6-[(pyridin-3-ylmethyl)-amino]-9H-purin-2-ylamino}-2-methyl-pentan-2-ol). Reaction SMILES: F[C:2]1[N:10]=[C:9]2[C:5]([N:6]=[CH:7][N:8]2[CH:11]([CH3:13])[CH3:12])=[C:4]([NH:14][CH2:15][C:16]2[CH:17]=[N:18][CH:19]=[CH:20][CH:21]=2)[N:3]=1.CCN(C(C)C)C(C)C.[NH2:31][C@@H:32]([CH2:37][CH3:38])[C:33]([CH3:36])([OH:35])[CH3:34]>CCCCO.CS(C)=O>[CH:11]([N:8]1[CH:7]=[N:6][C:5]2[C:9]1=[N:10][C:2]([NH:31][C@@H:32]([CH2:37][CH3:38])[C:33]([CH3:36])([OH:35])[CH3:34])=[N:3][C:4]=2[NH:14][CH2:15][C:16]1[CH:17]=[N:18][CH:19]=[CH:20][CH:21]=1)([CH3:13])[CH3:12] |f:3.4|. Procedure: To a stirred solution of (2-fluoro-9-isopropyl-9H-purin-6-yl)-pyridin-3-ylmethyl-amine (30 mg, 1 eq, 0.10 mmol) in n-BuOH/DMSO (1.25 mL, 4:1) at room temperature under an argon atmosphere was added DIEA (0.25 mL, 14.4 eq, 1.44 mmol) followed by (3S)-3-amino-2-methyl-pentan-2-ol (40 mg, 3.2 eq, 34 mmol). The reaction mixture was placed in a preheated oil bath at 140° C. and stirred at this temperature for 72 h. The reaction mixture was allowed to cool to room temperature and the solvent was evapo... Starting materials: Cc1ccccc1, OB(O)C1CC1, C1CCC(P(C2CCCCC2)C2CCCCC2)CC1, Cc1cc(C#N)ccc1S(=O)(=O)N1CCN(C(=O)c2ccc(I)nc2)C(C)C1, [K+], [K+], [K+], O, O=P([O-])([O-])[O-]. Yields the product Cc1cc(C#N)ccc1S(=O)(=O)N1CCN(C(=O)c2ccc(C3CC3)nc2)C(C)C1. RXN SMILES: [CH3:62][c:63]1[cH:64][cH:65][cH:66][cH:67][cH:68]1.[CH:37]1([B:40]([OH:41])[OH:42])[CH2:38][CH2:39]1.[CH:43]1([P:44]([CH:45]2[CH2:46][CH2:47][CH2:48][CH2:49][CH2:50]2)[CH:51]2[CH2:52][CH2:53][CH2:54][CH2:55][CH2:56]2)[CH2:57][CH2:58][CH2:59][CH2:60][CH2:61]1.[I:1][c:2]1[cH:3][cH:4][c:5]([C:8](=[O:9])[N:10]2[CH:11]([CH3:28])[CH2:12][N:13]([S:16](=[O:17])(=[O:18])[c:19]3[c:20]([CH3:27])[cH:21][c:22]([C:23]#[N:24])[cH:25][cH:26]3)[CH2:14][CH2:15]2)[cH:6][n:7]1.[K+:34].[K+:35].[K+:36].[OH2:69].[P:29]([O-:30])([O-:31])([O-:32])=[O:33]>>[c:2]1([CH:37]2[CH2:38][CH2:39]2)[cH:3][cH:4][c:5]([C:8](=[O:9])[N:10]2[CH:11]([CH3:28])[CH2:12][N:13]([S:16](=[O:17])(=[O:18])[c:19]3[c:20]([CH3:27])[cH:21][c:22]([C:23]#[N:24])[cH:25][cH:26]3)[CH2:14][CH2:15]2)[cH:6][n:7]1. Procedure: In analogy to the procedure described for the preparation of intermediate A-1 [B], 1-amino-cyclopropanecarboxylic acid{(rac)-3-[5-chloro-3-fluoro-2-(5-methyl-[1,2,4]oxadiazol-3-yl)-phenyl]-6,7-dihydro-5H-[1]pyrindin-7-yl}-amide (example 37) has been coupled with isoxazole-5-carboxylic acid to yield the title compound as off-white solid. MS: 523.1 (MH+, 1Cl). Starting materials: ClC=1C=C(C(=C(C1)C=1C=NC=2C(CCC2C1)NC(=O)C1(CC1)N)C1=NOC(=N1)C)F (1-Amino-cyclopropanecarboxylic acid{(rac)-3-[5-chloro-3-fluoro-2-(5-methyl-[1,2,4]oxadiazol-3-yl)-phenyl]-6,7-dihydro-5H-[1]pyrindin-7-yl}-amide), O1N=CC=C1C(=O)O (isoxazole-5-carboxylic acid). As a reaction SMILES: [Cl:1][C:2]1[CH:3]=[C:4]([F:30])[C:5]([C:24]2[N:28]=[C:27]([CH3:29])[O:26][N:25]=2)=[C:6]([C:8]2[CH:9]=[N:10][C:11]3[CH:12]([NH:17][C:18]([C:20]4([NH2:23])[CH2:22][CH2:21]4)=[O:19])[CH2:13][CH2:14][C:15]=3[CH:16]=2)[CH:7]=1.[O:31]1[C:35]([C:36](O)=[O:37])=[CH:34][CH:33]=[N:32]1>>[Cl:1][C:2]1[CH:3]=[C:4]([F:30])[C:5]([C:24]2[N:28]=[C:27]([CH3:29])[O:26][N:25]=2)=[C:6]([C:8]2[CH:9]=[N:10][C:11]3[CH:12]([NH:17][C:18]([C:20]4([NH:23][C:36]([C:35]5[O:31][N:32]=[CH:33][CH:34]=5)=[O:37])[CH2:22][CH2:21]4)=[O:19])[CH2:13][CH2:14][C:15]=3[CH:16]=2)[CH:7]=1. Product: ClC=1C=C(C(=C(C1)C=1C=NC=2C(CCC2C1)NC(=O)C1(CC1)NC(=O)C1=CC=NO1)C1=NOC(=N1)C)F (Isoxazole-5-carboxylic acid(1-{(rac)-3-[5-chloro-3-fluoro-2-(5-methyl-[1,2,4]oxadiazol-3-yl)-phenyl]-6,7-dihydro-5H-[1]pyrindin-7-ylcarbamoyl}-cyclopropyl)-amide). Reactants: FC1=CC=C(C=C1)[N+](=O)[O-] (4-fluoronitrobenzene), NC(CO)C(CCCCCCCCCCCCCCC)O (2-aminooctadecane-1,3-diol), C([O-])([O-])=O.[Na+].[Na+] (sodium carbonate), ice. Solvent: O (water). Run at temperature 120 celsius. The product is [N+](=O)([O-])C1=CC=C(C=C1)NC(CO)C(CCCCCCCCCCCCCCC)O (2-(4-nitrophenylamino)octadecane-1,3-diol). The yield is 25.7%. As a reaction SMILES: F[C:2]1[CH:7]=[CH:6][C:5]([N+:8]([O-:10])=[O:9])=[CH:4][CH:3]=1.[NH2:11][CH:12]([CH:15]([OH:31])[CH2:16][CH2:17][CH2:18][CH2:19][CH2:20][CH2:21][CH2:22][CH2:23][CH2:24][CH2:25][CH2:26][CH2:27][CH2:28][CH2:29][CH3:30])[CH2:13][OH:14].C(=O)([O-])[O-].[Na+].[Na+]>O>[N+:8]([C:5]1[CH:6]=[CH:7][C:2]([NH:11][CH:12]([CH:15]([OH:31])[CH2:16][CH2:17][CH2:18][CH2:19][CH2:20][CH2:21][CH2:22][CH2:23][CH2:24][CH2:25][CH2:26][CH2:27][CH2:28][CH2:29][CH3:30])[CH2:13][OH:14])=[CH:3][CH:4]=1)([O-:10])=[O:9] |f:2.3.4|. Procedure details: 13 g (0.092 mol) of 4-fluoronitrobenzene, 30 g (0.099 mol) of 2-aminooctadecane-1,3-diol and 11 g (0.104 mol) of sodium carbonate were introduced into a 250 ml reactor equipped with a condenser. The reaction mixture was maintained at 120° C. for 3 hours. 200 ml of water were added slowly to the reaction medium, which was then poured into 500 ml of ice-cold water. The precipitate formed was filtered off on a sinter funnel and dried under vacuum at 50° C. in the presence of P2O5. After recrystalli... Reactants: OCC1(COC1)CCC (3-hydroxymethyl-3-n-propyloxetane), CS(=O)(=O)Cl (methanesulphonyl chloride). The product is CS(=O)(=O)OCC1(COC1)CCC (3-n-Propyloxetan-3-ylmethyl methanesulphonate). As a reaction SMILES: [OH:1][CH2:2][C:3]1([CH2:7][CH2:8][CH3:9])[CH2:6][O:5][CH2:4]1.[CH3:10][S:11](Cl)(=[O:13])=[O:12]>>[CH3:10][S:11]([O:1][CH2:2][C:3]1([CH2:7][CH2:8][CH3:9])[CH2:6][O:5][CH2:4]1)(=[O:13])=[O:12]. Procedure details: 3-n-Propyloxetan-3-ylmethyl methanesulphonate was prepared from 3-hydroxymethyl-3-n-propyloxetane and methanesulphonyl chloride using methodology outlined in stage i) of Example II. The reactants are FC=1C=C(C(=O)Cl)C=C(C1)F (3,5-difluorobenzoyl chloride), C(C1=CC=CC=C1)NC(=O)C1=C(N=C(S1)N)C (2-amino-4-methylthiazole-5-carboxylic acid benzylamide). Product: C(C1=CC=CC=C1)NC(=O)C1=C(N=C(S1)NC(C1=CC(=CC(=C1)F)F)=O)C (2-(3,5-Difluorobenzoylamino)-4-methylthiazole-5-carboxylic Acid Benzylamide). Yield: 48.0%. RXN SMILES: [F:1][C:2]1[CH:3]=[C:4]([CH:8]=[C:9]([F:11])[CH:10]=1)[C:5](Cl)=[O:6].[CH2:12]([NH:19][C:20]([C:22]1[S:26][C:25]([NH2:27])=[N:24][C:23]=1[CH3:28])=[O:21])[C:13]1[CH:18]=[CH:17][CH:16]=[CH:15][CH:14]=1>>[CH2:12]([NH:19][C:20]([C:22]1[S:26][C:25]([NH:27][C:5](=[O:6])[C:4]2[CH:3]=[C:2]([F:1])[CH:10]=[C:9]([F:11])[CH:8]=2)=[N:24][C:23]=1[CH3:28])=[O:21])[C:13]1[CH:18]=[CH:17][CH:16]=[CH:15][CH:14]=1. Procedure details: Following the procedure as described in Example 2, making variations only as required to use 3,5-difluorobenzoyl chloride in place of benzoyl chloride to react with 2-amino-4-methylthiazole-5-carboxylic acid benzylamide, the title compound was obtained as a white solid in 48% yield; m.p. 84-86° C.; 1H NMR (CDCl3, 300 MHz) δ 7.44-7.24 (m, 7H), 7.01 (tt, J=2.2, 8.4 Hz, 1H), 6.05 (s, 1H), 4.58 (d, J=5.6 Hz, 2H), 2.41 (s, 3H); MS (ES+) m/z 388.1 (M+1).